Dataset: the Open Reaction Database (ORD), a public repository of structured organic reaction records. Task: describe an organic reaction: reactants, conditions, products, and yield Reactants: Cc1noc(NC(=O)OCC(Cl)(Cl)Cl)c1C, CS(C)=O, CCN(C(C)C)C(C)C, O, c1ccc(-c2nsc(N3CCNCC3)n2)cc1. Product: Cc1noc(NC(=O)N2CCN(c3nc(-c4ccccc4)ns3)CC2)c1C. As a reaction SMILES: [CH3:1][c:2]1[n:3][o:4][c:5]([NH:8][C:9]([O:10][CH2:11][C:12]([Cl:13])([Cl:14])[Cl:15])=[O:16])[c:6]1[CH3:7].[CH3:44][S:45](=[O:46])[CH3:47].[CH:34]([N:35]([CH:36]([CH3:37])[CH3:38])[CH2:39][CH3:40])([CH3:41])[CH3:42].[OH2:43].[c:17]1(-[c:23]2[n:24][s:25][c:26]([N:28]3[CH2:29][CH2:30][NH:31][CH2:32][CH2:33]3)[n:27]2)[cH:18][cH:19][cH:20][cH:21][cH:22]1>>[CH3:1][c:2]1[n:3][o:4][c:5]([NH:8][C:9](=[O:16])[N:31]2[CH2:30][CH2:29][N:28]([c:26]3[s:25][n:24][c:23](-[c:17]4[cH:18][cH:19][cH:20][cH:21][cH:22]4)[n:27]3)[CH2:33][CH2:32]2)[c:6]1[CH3:7]. Reactants: ClC=1C=CC=2N(N1)N=CN2 (6-Chloro[1,2,4]triazolo[1,5-b]pyridazine), CNC (dimethylamine). Run in C(C)O (ethanol), solution, C(C)O (ethanol). Conditions: time 24 hour. Product: CN(C=1C=CC=2N(N1)N=CN2)C (6-Dimethylamino[1,2,4]triazolo[1,5-b]pyridazine). RXN SMILES: Cl[C:2]1[CH:3]=[CH:4][C:5]2[N:6]([N:8]=[CH:9][N:10]=2)[N:7]=1.[CH3:11][NH:12][CH3:13]>C(O)C>[CH3:11][N:12]([CH3:13])[C:2]1[CH:3]=[CH:4][C:5]2[N:6]([N:8]=[CH:9][N:10]=2)[N:7]=1. Reported procedure: 6-Chloro[1,2,4]triazolo[1,5-b]pyridazine (0.9 g) is dissolved in 10 ml of ethanol, to which 10 ml of a 7.2% solution of dimethylamine in ethanol is added. The mixture is stirred at room temperature for 24 hours. After the solvent is evaporated off under reduced pressure, the residue is dissolved in methylene chloride, washed with water and a saturated aqueous solution of sodium chloride, and dried over magnesium sulfate. The solvent is evaporated off under reduced pressure to give 0.82 g of the ... Reactants: CC1CC(C=2C(CC(C(C2C1)(C)C)C)(C)C)=O (3,5,5,6,8,8-hexamethyl-3,4,5,6,7,8-hexahydro-2H-naphthalen-1-one), C(C)(=O)O.C(=N)N (formamidine acetate). Run in C(CCC)O (butanol). Reaction conditions: temperature 130 celsius, time 24 hour. Product: CC1C=2C=NC=NC2C2=C(C1)C(C(CC2(C)C)C)(C)C (5,7,7,8,10,10-hexamethyl-5,6,7,8,9,10-hexahydro-benzo[h]quinazoline). RXN SMILES: [CH3:1][CH:2]1[CH2:11][C:10]2[C:9]([CH3:13])([CH3:12])[CH:8]([CH3:14])[CH2:7][C:6]([CH3:16])([CH3:15])[C:5]=2[C:4](=O)[CH2:3]1.[C:18](O)(=O)C.[CH:22]([NH2:24])=[NH:23]>C(O)CCC>[CH3:1][CH:2]1[CH2:11][C:10]2[C:9]([CH3:13])([CH3:12])[CH:8]([CH3:14])[CH2:7][C:6]([CH3:16])([CH3:15])[C:5]=2[C:4]2[N:24]=[CH:22][N:23]=[CH:18][C:3]1=2 |f:1.2|. Reported procedure: A 100 mL reaction flask is charged with 3,5,5,6,8,8-hexamethyl-3,4,5,6,7,8-hexahydro-2H-naphthalen-1-one (prepared as described in U.S. Pat. No. 3,927,083) (10 g, 0.042 mol), formamidine acetate (21 g, 0.2 mol), and butanol (50 mL). The reaction mixture is heated to 130° C. and stirred for 24 hours. The crude mass is washed once with aqueous sulfuric acid (10%, 100 mL) followed by twice with brine (30 mL). Butanol is recovered by roto-evaporation. The crude product is further purified with liqui... Reactants: resultant mixture, C(CCC)[Sn](C(=C)OCC)(CCCC)CCCC (tri-n-butyl(1-ethoxyvinyl)tin), BrC1=C(C=C2OCCN3C=C(N=C3C2=C1)C1=NC(=NN1C(C)C)C)F (13-bromo-12-fluoro-4-[3-methyl-1-(propan-2-yl)-1H-1,2,4-triazol-5-yl]-9-oxa-3,6-diazatricyclo[8.4.0.02,6]tetradeca1(14),2,4,10,12-pentaene), [Li+].[Cl-] (LiCl), [F-].[K+] (potassium fluoride). The reagents and catalysts are [Pd].C1(=CC=CC=C1)P(C1=CC=CC=C1)C1=CC=CC=C1.C1(=CC=CC=C1)P(C1=CC=CC=C1)C1=CC=CC=C1.C1(=CC=CC=C1)P(C1=CC=CC=C1)C1=CC=CC=C1.C1(=CC=CC=C1)P(C1=CC=CC=C1)C1=CC=CC=C1 (tetrakis(triphenylphosphine) palladium). Run in C1CCOC1 (THF), C1CCOC1 (THF). Reaction conditions: time 1 hour. Yields the product C(C)OC(=C)C1=C(C=C2OCCN3C=C(N=C3C2=C1)C1=NC(=NN1C(C)C)C)F (13-(1-Ethoxyethenyl)-12-fluoro-4-[3-methyl-1-(propan-2-yl)-1H-1,2,4-triazol-5-yl]-9-oxa-3,6-diazatricyclo[8.4.0.02,6]tetradeca1(14),2,4,10,12-pentaene). The yield is 100.5%. Reaction SMILES: Br[C:2]1[CH:15]=[C:14]2[C:5]([O:6][CH2:7][CH2:8][N:9]3[C:13]2=[N:12][C:11]([C:16]2[N:20]([CH:21]([CH3:23])[CH3:22])[N:19]=[C:18]([CH3:24])[N:17]=2)=[CH:10]3)=[CH:4][C:3]=1[F:25].[Li+].[Cl-].C([Sn](CCCC)(CCCC)[C:33]([O:35][CH2:36][CH3:37])=[CH2:34])CCC.[F-].[K+]>C1COCC1.[Pd].C1(P(C2C=CC=CC=2)C2C=CC=CC=2)C=CC=CC=1.C1(P(C2C=CC=CC=2)C2C=CC=CC=2)C=CC=CC=1.C1(P(C2C=CC=CC=2)C2C=CC=CC=2)C=CC=CC=1.C1(P(C2C=CC=CC=2)C2C=CC=CC=2)C=CC=CC=1>[CH2:36]([O:35][C:33]([C:2]1[CH:15]=[C:14]2[C:5]([O:6][CH2:7][CH2:8][N:9]3[C:13]2=[N:12][C:11]([C:16]2[N:20]([CH:21]([CH3:23])[CH3:22])[N:19]=[C:18]([CH3:24])[N:17]=2)=[CH:10]3)=[CH:4][C:3]=1[F:25])=[CH2:34])[CH3:37] |f:1.2,4.5,7.8.9.10.11|. Procedure: To a suspension of 13-bromo-12-fluoro-4-[3-methyl-1-(propan-2-yl)-1H-1,2,4-triazol-5-yl]-9-oxa-3,6-diazatricyclo[8.4.0.02,6]tetradeca1(14),2,4,10,12-pentaene (2.00 g, 4.93 mmol) and LiCl (620 mg, 14.8 mmol) in dry THF (15 mL), was added tri-n-butyl(1-ethoxyvinyl)tin (1.78 g, 4.93 mmol) and tetrakis(triphenylphosphine) palladium (185 mg, 0.160 mmol) under nitrogen at room temperature. The resultant mixture was heated under 80° C. for 24 h in a seal tube. After cooling down, the mixture was dilute... Starting materials: O (water), solution, B(Br)(Br)Br (boron tribromide), C(#N)C=1SC(=CC1)C1=CC=C(C=C1)OC (2-cyano-5-(4-methoxyphenyl)thiophene). The solvent is ClCCl (dichloromethane), ClCCl (dichloromethane). Conditions: time 8 hour. Product: C(#N)C=1SC(=CC1)C1=CC=C(C=C1)O (2-cyano-5-(4-hydroxyphenyl)thiophene). The yield is 65.1%. RXN SMILES: B(Br)(Br)Br.[C:5]([C:7]1[S:8][C:9]([C:12]2[CH:17]=[CH:16][C:15]([O:18]C)=[CH:14][CH:13]=2)=[CH:10][CH:11]=1)#[N:6].O>ClCCl>[C:5]([C:7]1[S:8][C:9]([C:12]2[CH:17]=[CH:16][C:15]([OH:18])=[CH:14][CH:13]=2)=[CH:10][CH:11]=1)#[N:6]. Reported procedure: A 1M solution of boron tribromide in dichloromethane (55 cm3) was added dropwise to a solution of 2-cyano-5-(4-methoxyphenyl)thiophene (2.3 g) and dichloromethane (80 cm3) at 0° C. under an atmosphere of nitrogen. The reaction solution was stirred overnight and water (100 cm3) added. The organic layer was separated off and the aqueous layer extracted with dichloromethane (2×100 cm3). The combined organic layers were washed with brine (2×100 cm3) and then dried (MgSO4), filtered and evaporated do...